This data is from the Open Reaction Database (ORD), a public repository of structured organic reaction records. The task is: describe an organic reaction: reactants, conditions, products, and yield Procedure details: To a solution of 368 mg (1.34 mmol) of 3-amino-3-methyl- N-[2,3,4,5-tetrahydro-2-oxo-1H-benzazepin-3(R)-yl]butanamide (Step A) in 10 mL of dry methanol was added 1.5 g of dry 4 Å powdered molecular sieves followed by a solution of 520 mg (4.0 mmol) of D-glyceraldehyde acetonide (used crude as prepared according to the procedure of L. W. Hertel, C. S. Grossman and J. S. Kroin, Syn. Comm. 1991, 21, 151-154.) in 5 mL of dry methanol. The pH of the mixture was carefully adjusted to 6 by the addition... Reagents/catalysts: C(C)(=O)O (acetic acid). Product: CC1(OC[C@@H](O1)CNC(CC(=O)N[C@H]1C(NC2=C(CC1)C=CC=C2)=O)(C)C)C (3-[[2,2-Dimethyl-1,3-dioxolan-4(S)-yl]methyl]amino-3-methyl- N-[2,3,4,5-tetrahydro-2-oxo-1H-benzazepin-3(R)-yl]butanamide). Reactants: solution, C(#N)[BH3-].[Na+] (sodium cyanoborohydride), NC(CC(=O)N[C@H]1C(NC2=C(CC1)C=CC=C2)=O)(C)C (3-amino-3-methyl- N-[2,3,4,5-tetrahydro-2-oxo-1H-benzazepin-3(R)-yl]butanamide), [CH2-]C(=O)C.O=C[C@H](O)CO (D-glyceraldehyde acetonide). Conditions: time 16 hour. RXN SMILES: [NH2:1][C:2]([CH3:20])([CH3:19])[CH2:3][C:4]([NH:6][C@@H:7]1[CH2:13][CH2:12][C:11]2[CH:14]=[CH:15][CH:16]=[CH:17][C:10]=2[NH:9][C:8]1=[O:18])=[O:5].[CH2-:21][C:22]([CH3:24])=[O:23].O=[CH:26][C@@H:27]([CH2:29]O)[OH:28].C([BH3-])#N.[Na+]>CO.C(O)(=O)C.O1CCCC1>[CH3:21][C:22]1([CH3:24])[O:28][C@@H:27]([CH2:29][NH:1][C:2]([CH3:20])([CH3:19])[CH2:3][C:4]([NH:6][C@@H:7]2[CH2:13][CH2:12][C:11]3[CH:14]=[CH:15][CH:16]=[CH:17][C:10]=3[NH:9][C:8]2=[O:18])=[O:5])[CH2:26][O:23]1 |f:1.2,3.4|. Run in O1CCCC1 (tetrahydrofuran), CO (methanol), CO (methanol). Yield: 74.2%. Starting materials: C([O-])([O-])=O.[Na+].[Na+] (Sodium carbonate), CC1(OB(OC1(C)C)C1=CC=C(N)C=C1)C (4-(4,4,5,5-tetramethyl-1,3,2-dioxaborolan-2-yl)aniline), C1(=CC=CC=C1)S(=O)(=O)C(C)(C)C1=NC(=NC(=C1)N1[C@H](COCC1)C)Cl (4-[2-(benzenesulfonyl)propan-2-yl]-2-chloro-6-[(3S)-3-methylmorpholin-4-yl]pyrimidine), C(C)O (ethanol). The reagents and catalysts are Cl[Pd]([P](C1=CC=CC=C1)(C2=CC=CC=C2)C3=CC=CC=C3)([P](C4=CC=CC=C4)(C5=CC=CC=C5)C6=CC=CC=C6)Cl (Bis(triphenylphosphine)palladium(II) chloride). The solvent is COCCOC (DME), O (water), CN(C)C=O (DMF). Run at temperature 80 celsius, time 30 minute. Product: C1(=CC=CC=C1)S(=O)(=O)C(C)(C)C1=NC(=NC(=C1)N1[C@H](COCC1)C)C1=CC=C(N)C=C1 (4-[4-[2-(benzenesulfonyl)propan-2-yl]-6-[(3S)-3-methylmorpholin-4-yl]pyrimidin-2-yl]aniline). Yield: 71.3%. As a reaction SMILES: C(=O)([O-])[O-].[Na+].[Na+].CC1(C)C(C)(C)OB([C:15]2[CH:21]=[CH:20][C:18]([NH2:19])=[CH:17][CH:16]=2)O1.[C:23]1([S:29]([C:32]([C:35]2[CH:40]=[C:39]([N:41]3[CH2:46][CH2:45][O:44][CH2:43][C@@H:42]3[CH3:47])[N:38]=[C:37](Cl)[N:36]=2)([CH3:34])[CH3:33])(=[O:31])=[O:30])[CH:28]=[CH:27][CH:26]=[CH:25][CH:24]=1.C(O)C>COCCOC.Cl[Pd](Cl)([P](C1C=CC=CC=1)(C1C=CC=CC=1)C1C=CC=CC=1)[P](C1C=CC=CC=1)(C1C=CC=CC=1)C1C=CC=CC=1.O.CN(C=O)C>[C:23]1([S:29]([C:32]([C:35]2[CH:40]=[C:39]([N:41]3[CH2:46][CH2:45][O:44][CH2:43][C@@H:42]3[CH3:47])[N:38]=[C:37]([C:15]3[CH:16]=[CH:17][C:18]([NH2:19])=[CH:20][CH:21]=3)[N:36]=2)([CH3:34])[CH3:33])(=[O:31])=[O:30])[CH:28]=[CH:27][CH:26]=[CH:25][CH:24]=1 |f:0.1.2,^1:60,79|. Procedure details: Sodium carbonate (2M aqueous solution) (3.21 mL, 6.43 mmol) was added to 4-(4,4,5,5-tetramethyl-1,3,2-dioxaborolan-2-yl)aniline (391 mg, 1.79 mmol) and 4-[2-(benzenesulfonyl)propan-2-yl]-2-chloro-6-[(3S)-3-methylmorpholin-4-yl]pyrimidine (707 mg, 1.79 mmol) in a mixture of DME (8.0 mL), ethanol (4.0 mL), DMF (4.0 mL) and water (4.0 mL) under nitrogen. The mixture was degassed and purged with nitrogen three times. Bis(triphenylphosphine)palladium(II) chloride (63 mg, 0.09 mmol) was added and the ... Reactants: CC(=O)C=1C(=CC=CC1O)O (2,6-dihydroxyacetophenone), C(#N)C1=CC=C(C=C1)C(C1CO1)OC(C1CO1)C1=CC=C(C=C1)C#N (p-cyanophenylglycidyl ether), [OH-].C(C1=CC=CC=C1)[N+](C)(C)C (benzyltrimethylammonium hydroxide), solution. Yields the product C(C)(=O)C1=C(OCC(COC2=CC=C(C=C2)C#N)O)C=CC=C1O (1-(2-acetyl-3-hydroxyphenoxy)-2-hydroxy-3-p-cyanophenoxypropane). RXN SMILES: [CH3:1][C:2]([C:4]1[C:5]([OH:11])=[CH:6][CH:7]=[CH:8][C:9]=1[OH:10])=[O:3].C(C1C=CC([CH:20]([O:24]C(C2C=CC(C#N)=CC=2)C2OC2)[CH:21]2[O:23][CH2:22]2)=CC=1)#N.[OH-].[CH2:38]([N+:45](C)(C)C)[C:39]1[CH:44]=[CH:43][CH:42]=[CH:41][CH:40]=1>>[C:2]([C:4]1[C:9]([OH:10])=[CH:8][CH:7]=[CH:6][C:5]=1[O:11][CH2:22][CH:21]([OH:23])[CH2:20][O:24][C:42]1[CH:43]=[CH:44][C:39]([C:38]#[N:45])=[CH:40][CH:41]=1)(=[O:3])[CH3:1] |f:2.3|. Procedure details: A solution of 2,6-dihydroxyacetophenone (15.2 g), p-cyanophenylglycidyl ether (17.5 g) and benzyltrimethylammonium hydroxide (10 drops of a 40% solution) was heated under reflux for 2 days. The solvent was then removed by evaporation under reduced pressure to give 1-(2-acetyl-3-hydroxyphenoxy)-2-hydroxy-3-p-cyanophenoxypropane, 28.4 g, as a beige solid. A portion was recrystallized from ethanol affording cream prisms m.p. 157°-158°.